Dataset: the Open Reaction Database (ORD), a public repository of structured organic reaction records. Task: describe an organic reaction: reactants, conditions, products, and yield As a reaction SMILES: [O:1]1[CH2:6][CH2:5][CH2:4][CH2:3][CH:2]1[O:7][C:8]1[CH:13]=[CH:12][CH:11]=[CH:10][CH:9]=1.[N+:14]([C:17]1[CH:18]=[C:19]([CH:22]=[CH:23][CH:24]=1)[CH:20]=O)([O-:16])=[O:15].[NH2:25]/[C:26](/[CH3:32])=[CH:27]\[C:28]([O:30][CH3:31])=[O:29]>C(O)(C)C>[CH3:32][C:26]1[NH:25][C:4]([CH3:5])=[C:3]([C:2]([O:7][CH2:8]/[CH:9]=[CH:10]/[C:11]2[CH:12]=[CH:13][C:8]([O:7][CH:2]3[CH2:3][CH2:4][CH2:5][CH2:6][O:1]3)=[CH:9][CH:10]=2)=[O:1])[CH:20]([C:19]2[CH:22]=[CH:23][CH:24]=[C:17]([N+:14]([O-:16])=[O:15])[CH:18]=2)[C:27]=1[C:28]([O:30][CH3:31])=[O:29]. Procedure: 3.36 Grams of 1-[2(E)-acetoacetocymethylvinyl]-(4-(2-tetrahydropyranyloxy)benzene, 1.5 g of 3-nitrobenzaldehyde and 1.2 g of methyl 3-aminocrotonate were added to 20 ml of isopropanol, and the mixture was refluxed for 8 hours. The reaction mixture was concentrated and the residue was purified by means of a silica gel column chromatography (eluent: chloroform) to yield 1.2 g of methyl 3-(4-tetrahydropyranyloxyphenyl)-2(E)-propenyl 1,4-dihydro-2,6-dimethyl-4-(3-nitrophenyl)-pyridine-3,5-dicarboxyl... The solvent is C(C)(C)O (isopropanol). Yields the product CC=1NC(=C(C(C1C(=O)OC)C1=CC(=CC=C1)[N+](=O)[O-])C(=O)OC\C=C\C1=CC=C(C=C1)OC1OCCCC1)C (methyl 3-(4-tetrahydropyranyloxyphenyl)-2(E)-propenyl 1,4-dihydro-2,6-dimethyl-4-(3-nitrophenyl)-pyridine-3,5-dicarboxylate). Reactants: O1C(CCCC1)OC1=CC=CC=C1 (4-(2-tetrahydropyranyloxy)benzene), [N+](=O)([O-])C=1C=C(C=O)C=CC1 (3-nitrobenzaldehyde), N\C(=C/C(=O)OC)\C (methyl 3-aminocrotonate). Reactants: ClC1=C(C(=O)NC=2C(=NNC2)C2=NC3=C(N2)C=CC(=C3)CN3CCOCC3)C(=CC=C1)Cl (2,6-dichloro-N-[3-(5-morpholin-4-ylmethyl-1H-benzimidazol-2-yl)-1H-pyrazol-4-yl]-benzamide), ClC1=C(C(=O)NC=2C(=NNC2)C(=O)O)C(=CC=C1)F (4-(2-chloro-6-fluoro-benzoylamino)-1H-pyrazole-3-carboxylic acid), NC=1C=C(C=CC1N)C(=O)N1CCOCC1 ((3,4-diamino-phenyl)-morpholin-4-yl-methanone). Product: ClC1=C(C(=O)NC=2C(=NNC2)C2=NC3=C(N2)C=CC(=C3)C(=O)N3CCOCC3)C(=CC=C1)F (2-chloro-6-fluoro-N-{3-[5-(morpholine-4-carbonyl)-1H-benzimidazol-2-yl]-1H-pyrazol-4-yl}-benzamide). RXN SMILES: ClC1C=CC=C(Cl)C=1C(NC1C(C2NC3C=CC(CN4CCOCC4)=CC=3N=2)=NNC=1)=O.[Cl:33][C:34]1[CH:50]=[CH:49][CH:48]=[C:47]([F:51])[C:35]=1[C:36]([NH:38][C:39]1[C:40]([C:44](O)=O)=[N:41][NH:42][CH:43]=1)=[O:37].[NH2:52][C:53]1[CH:54]=[C:55]([C:60]([N:62]2[CH2:67][CH2:66][O:65][CH2:64][CH2:63]2)=[O:61])[CH:56]=[CH:57][C:58]=1[NH2:59]>>[Cl:33][C:34]1[CH:50]=[CH:49][CH:48]=[C:47]([F:51])[C:35]=1[C:36]([NH:38][C:39]1[C:40]([C:44]2[NH:59][C:58]3[CH:57]=[CH:56][C:55]([C:60]([N:62]4[CH2:63][CH2:64][O:65][CH2:66][CH2:67]4)=[O:61])=[CH:54][C:53]=3[N:52]=2)=[N:41][NH:42][CH:43]=1)=[O:37]. Procedure: The compound was prepared in a manner analogous to 2,6-dichloro-N-[3-(5-morpholin-4-ylmethyl-1H-benzimidazol-2-yl)-1H-pyrazol-4-yl]-benzamide (Example 94E), but using 4-(2-chloro-6-fluoro-benzoylamino)-1H-pyrazole-3-carboxylic acid (Example 95A) and (3,4-diamino-phenyl)-morpholin-4-yl-methanone (Example 94B) to give 2-chloro-6-fluoro-N-{3-[5-(morpholine-4-carbonyl)-1H-benzimidazol-2-yl]-1H-pyrazol-4-yl}-benzamide (18 mg) as a beige solid. (LC/MS: Rt 2.89, [M+H]+ 469.15). Reactants: C[Sn+](C)C, ClCCl, [OH-], CCOC(=O)c1nc(Nc2ccccc2C)oc1-c1ccc(N2CCN(C(=O)OC(C)(C)C)CC2)cc1. Product: Cc1ccccc1Nc1nc(C(=O)O)c(-c2ccc(N3CCN(C(=O)OC(C)(C)C)CC3)cc2)o1. As a reaction SMILES: [CH3:39][Sn+:40]([CH3:41])[CH3:42].[Cl:43][CH2:44][Cl:45].[OH-:38].[c:1]1([CH3:37])[c:2]([NH:7][c:8]2[o:9][c:10](-[c:18]3[cH:19][cH:20][c:21]([N:24]4[CH2:25][CH2:26][N:27]([C:30](=[O:31])[O:32][C:33]([CH3:34])([CH3:35])[CH3:36])[CH2:28][CH2:29]4)[cH:22][cH:23]3)[c:11]([C:13](=[O:14])[O:15][CH2:16][CH3:17])[n:12]2)[cH:3][cH:4][cH:5][cH:6]1>>[c:1]1([CH3:37])[c:2]([NH:7][c:8]2[o:9][c:10](-[c:18]3[cH:19][cH:20][c:21]([N:24]4[CH2:25][CH2:26][N:27]([C:30](=[O:31])[O:32][C:33]([CH3:34])([CH3:35])[CH3:36])[CH2:28][CH2:29]4)[cH:22][cH:23]3)[c:11]([C:13](=[O:14])[OH:15])[n:12]2)[cH:3][cH:4][cH:5][cH:6]1. Starting materials: BrC=1C=C(C(=NC1)Cl)Cl (5-bromo-2,3-dichloropyridine), CC(C)([O-])C.[K+] (Potassium tert-butoxide), CC(C)O (2-propanol). Run at temperature 95 celsius, time 3 hour. Yields the product crude product, BrC=1C=C(C(=NC1)OC(C)C)Cl (5-bromo-3-chloro-2-[(1-methylethyl)oxy]pyridine). The yield is 101.0%. As a reaction SMILES: [CH3:1][C:2](C)([O-:4])[CH3:3].[K+].CC(O)C.[Br:11][C:12]1[CH:13]=[C:14]([Cl:19])[C:15](Cl)=[N:16][CH:17]=1>>[Br:11][C:12]1[CH:13]=[C:14]([Cl:19])[C:15]([O:4][CH:2]([CH3:3])[CH3:1])=[N:16][CH:17]=1 |f:0.1|. Procedure: Potassium tert-butoxide (25.7 g, 229 mmol) was added to 2-propanol (100 mL, 57.3 mmol) and the solution was stirred at 95° C. for 3 h, then 5-bromo-2,3-dichloropyridine (13 g, 57.3 mmol) was added. This reaction was refluxed overnight. The reaction mixture was cooled to room temperature and partitioned between ethyl acetate and water. The organic phase was washed with water and saturated brine, dried over sodium sulphate and evaporated in vacuo to afford the crude product 5-bromo-3-chloro-2-[(1-... The reactants are Cc1ccccc1, ClCCN1CCOCC1, N#CCc1ccc(Cl)cc1, Cl, [H-], [Na+], [Na+], CN(C)C=O, [OH-], O. The product is N#CC(CCN1CCOCC1)c1ccc(Cl)cc1. As a reaction SMILES: [CH3:31][c:32]1[cH:33][cH:34][cH:35][cH:36][cH:37]1.[Cl:14][CH2:15][CH2:16][N:17]1[CH2:18][CH2:19][O:20][CH2:21][CH2:22]1.[Cl:3][c:4]1[cH:5][cH:6][c:7]([CH2:8][C:9]#[N:10])[cH:11][cH:12]1.[ClH:13].[H-:1].[Na+:24].[Na+:2].[O:26]=[CH:27][N:28]([CH3:29])[CH3:30].[OH-:23].[OH2:25]>>[Cl:3][c:4]1[cH:5][cH:6][c:7]([CH:8]([C:9]#[N:10])[CH2:15][CH2:16][N:17]2[CH2:18][CH2:19][O:20][CH2:21][CH2:22]2)[cH:11][cH:12]1.